The task is: describe an organic reaction: reactants, conditions, products, and yield. This data is from the Open Reaction Database (ORD), a public repository of structured organic reaction records. Starting materials: OC1CCOC12CCN(CC2)C(=O)OC(C)(C)C (tert-Butyl 4-hydroxy-1-oxa-8-azaspiro[4.5]decane-8-carboxylate), FC(C(=O)O)(F)F (trifluoroacetic acid). Run in ClCCl (dichloromethane). Reaction conditions: time 2 hour. Product: FC(C(=O)O)(F)F.OC1CCOC12CCNCC2 (4-Hydroxy-1-oxa-8-azaspiro[4.5]decane trifluoroacetate). As a reaction SMILES: [OH:1][CH:2]1[C:6]2([CH2:11][CH2:10][N:9](C(OC(C)(C)C)=O)[CH2:8][CH2:7]2)[O:5][CH2:4][CH2:3]1.[F:19][C:20]([F:25])([F:24])[C:21]([OH:23])=[O:22]>ClCCl>[F:19][C:20]([F:25])([F:24])[C:21]([OH:23])=[O:22].[OH:1][CH:2]1[C:6]2([CH2:11][CH2:10][NH:9][CH2:8][CH2:7]2)[O:5][CH2:4][CH2:3]1 |f:3.4|. Reported procedure: tert-Butyl 4-hydroxy-1-oxa-8-azaspiro[4.5]decane-8-carboxylate (from step (iii) above; 300 mg) was dissolved in dichloromethane and trifluoroacetic acid (2 mL) was added. The solution was stirred for 2 h and was concentrated in vacuo to afford the product as a colorless oil. Starting materials: N1(CCOCC1)C1=CC=C(N)C=C1 (4-morpholin-4-ylaniline), N(=O)[O-].[Na+] (sodium nitrite), C(C)(=O)[O-].[Na+] (sodium acetate), C(C)(=O)CC(C)=O (acetylacetone). Solvent: C(C)(=O)O (acetic acid), Cl (hydrochloride), O (water), C(C)O (ethanol), O (water). Conditions: temperature 0 celsius, time 1 hour. The product is N1(CCOCC1)C1=CC=C(C=C1)NN=C(C(C)=O)C(C)=O (3-[(4-morpholin-4-ylphenyl)hydrazono]pentane-2,4-dione). Isolated yield 55.3%. RXN SMILES: [N:1]1([C:7]2[CH:13]=[CH:12][C:10]([NH2:11])=[CH:9][CH:8]=2)[CH2:6][CH2:5][O:4][CH2:3][CH2:2]1.[N:14]([O-])=O.[Na+].C([O-])(=O)C.[Na+].[C:23]([CH2:26][C:27](=[O:29])[CH3:28])(=[O:25])[CH3:24]>C(O)(=O)C.Cl.O.C(O)C>[N:1]1([C:7]2[CH:13]=[CH:12][C:10]([NH:11][N:14]=[C:26]([C:27](=[O:29])[CH3:28])[C:23](=[O:25])[CH3:24])=[CH:9][CH:8]=2)[CH2:2][CH2:3][O:4][CH2:5][CH2:6]1 |f:1.2,3.4|. Reported procedure: To a solution of 4-morpholin-4-ylaniline (1000 mg, 5.62 mmol) in 10 mL of acetic acid and 2 mL of concentrated hydrochloride solution, sodium nitrite (465 mg, 6.74 mmol) in 4 mL of water was added dropwise at 0° C., and the mixture was stirred at 0° C. for 1 h. Then to the reaction mixture was added dropwise a solution of sodium acetate (2764 mg, 33.71 mmol) and acetylacetone (730 mg, 7.30 mmol) in 10 mL of ethanol and 6 mL of water. The mixture was stirred at room temperature overnight, filtere...